This data is from the Open Reaction Database (ORD), a public repository of structured organic reaction records. The task is: describe an organic reaction: reactants, conditions, products, and yield The reactants are substituted amino, ClC1=CC=C(C=C1)NN (4-chlorophenylhydrazine), C1(=CC=CC=C1)NN (phenylhydrazine), C1(=CC=C(C=C1)NN)C (p-tolylhydrazine), alcohol, C1(=C(C=CC=C1)NN)C (o-tolylhydrazine), halogen, phenylhydrazines, nitro, O=C[C@@H](O)[C@@H](O)[C@@H](O)C (5-deoxy-L-ribose), NN (hydrazine), C1 -C3 alkoxy, C1(=CC(=CC=C1)NN)C (m-tolylhydrazine), ClC1=C(C=CC=C1)NN (2-chlorophenylhydrazine), ClC=1C=C(C=CC1)NN (3-chlorophenylhydrazine), C1(=CC=CC=C1)NN (phenylhydrazine), NN (hydrazine), C1(=CC=CC=C1)NN (phenylhydrazine), O=C[C@@H](O)[C@@H](O)[C@@H](O)C (5-deoxy-L-ribose), acyloxy, COC1=CC=C(C=C1)NN (4-methoxyphenylhydrazine), OC1=NC(=NC(=C1N)N)N (4-hydroxy-2,5,6-triaminopyrimidine), C1 -C3 alkyl. Product: C1(=CC=CC=C1)NN=C[C@@H](O)[C@@H](O)[C@@H](O)C (5-deoxy-L-ribose phenylhydrazone). Reaction SMILES: O=[CH:2][C@H:3]([C@H:5]([C@H:7]([CH3:9])[OH:8])[OH:6])[OH:4].NN.O[C:13]1[C:18](N)=[C:17]([NH2:20])N=C(N)N=1.[C:22]1(NN)[CH:27]=CC=C[CH:23]=1.C1(C)C=CC=CC=1[NH:36]N.C1(C)C=CC=C(NN)C=1.C1(C)C=CC(NN)=CC=1.COC1C=CC(NN)=CC=1.ClC1C=CC=CC=1NN.ClC1C=C(NN)C=CC=1.ClC1C=CC(NN)=CC=1>>[C:17]1([NH:20][N:36]=[CH:2][C@H:3]([C@H:5]([C@H:7]([CH3:9])[OH:8])[OH:6])[OH:4])[CH:18]=[CH:13][CH:27]=[CH:22][CH:23]=1. Reported procedure: The resulting 5-deoxy-L-ribose, after reaction with a hydrazine compound is subjected to condensation reaction with an acid addition salt of 4-hydroxy-2,5,6-triaminopyrimidine followed by oxidation reaction. The hydrazine compounds which can be used include phenylhydrazines which may be substituted with C1 -C3 alkyl (substituted or unsubstituted), C1 -C3 alkoxy, halogen, nitro, substituted amino or acyloxy, e.g. phenylhydrazine, o-tolylhydrazine, m-tolylhydrazine, p-tolylhydrazine, 4-methoxyphen... Reactants: C#Cc1cc(-c2cccs2)c(OC)cc1OC, [Li]CCCC, C1CCOC1, COC(=O)COc1c(OC)cc(C=O)cc1OC, O=[Cr](=O)([O-])O[Cr](=O)(=O)[O-], c1cc[nH+]cc1, c1cc[nH+]cc1. The product is COC(=O)COc1c(OC)cc(C(=O)C#Cc2cc(-c3cccs3)c(OC)cc2OC)cc1OC. As a reaction SMILES: [C:1](#[CH:2])[c:3]1[c:4]([O:16][CH3:17])[cH:5][c:6]([O:14][CH3:15])[c:7](-[c:9]2[s:10][cH:11][cH:12][cH:13]2)[cH:8]1.[CH2:18]([Li:19])[CH2:20][CH2:21][CH3:22].[CH2:62]1[O:63][CH2:64][CH2:65][CH2:66]1.[CH3:23][O:24][C:25]([CH2:26][O:27][c:28]1[c:29]([O:38][CH3:39])[cH:30][c:31]([CH:36]=[O:37])[cH:32][c:33]1[O:34][CH3:35])=[O:40].[Cr:41]([O:42][Cr:43]([O-:44])(=[O:45])=[O:46])([O-:47])(=[O:48])=[O:49].[nH+:50]1[cH:51][cH:52][cH:53][cH:54][cH:55]1.[nH+:56]1[cH:57][cH:58][cH:59][cH:60][cH:61]1>>[C:1](#[C:2][C:36]([c:31]1[cH:30][c:29]([O:38][CH3:39])[c:28]([O:27][CH2:26][C:25]([O:24][CH3:23])=[O:40])[c:33]([O:34][CH3:35])[cH:32]1)=[O:37])[c:3]1[c:4]([O:16][CH3:17])[cH:5][c:6]([O:14][CH3:15])[c:7](-[c:9]2[s:10][cH:11][cH:12][cH:13]2)[cH:8]1. Reactants: C([C@@H](O)C1=CC=CC=C1)(=O)O ((S)-(+)-mandelic acid), O (water), [OH-].[Na+] (sodium hydroxide), CC=1C=CC=CC1O[C@H](CCNC)C=2C=CC=CC2.Cl.C(C)(=O)[O-] (tomoxetine acetate), C(C)(=O)O (acetic acid). Solvent: C1(=CC=CC=C1)C (toluene), C1(=CC=CC=C1)C (toluene). Run at temperature 55 celsius. Product: CC=1C=CC=CC1O[C@H](CCNC)C=2C=CC=CC2.Cl (tomoxetine). Isolated yield 38.1%. Reaction SMILES: C(O)(=O)[C@H](C1C=CC=CC=1)O.O.[OH-].[Na+].[CH3:15][C:16]1[CH:17]=[CH:18][CH:19]=[CH:20][C:21]=1[O:22][C@@H:23]([C:28]1[CH:29]=[CH:30][CH:31]=[CH:32][CH:33]=1)[CH2:24][CH2:25][NH:26][CH3:27].[ClH:34].C([O-])(=O)C.C(O)(=O)C>C1(C)C=CC=CC=1>[CH3:15][C:16]1[CH:17]=[CH:18][CH:19]=[CH:20][C:21]=1[O:22][C@@H:23]([C:28]1[CH:33]=[CH:32][CH:31]=[CH:30][CH:29]=1)[CH2:24][CH2:25][NH:26][CH3:27].[ClH:34] |f:2.3,4.5.6,9.10|. Procedure: To a suspension of (S)-(+)-mandelic acid (10.72 g; 0.070 mol) in water (10 ml) 9.86 g (0.0739 mol) of 30% aqueous sodium hydroxide were added and the mixture was heated to 50-60° C. until complete dissolution. The resulting clear aqueous solution was dropped over a solution of crude racemic tomoxetine acetate in toluene, obtained by addition of glacial acetic acid (7.40 g; 0.123 mol) to a solution in toluene of crude racemic tomoxetine (30 g, 0.117 mol, by HPLC assay), prepared on its turn as de... Reactants: OC=1C=C2C=CC(=CC2=CC1)C(=O)OC(C(F)(F)F)CCCCCC (1,1,1-trifluoro-2-octyl 6-hydroxynaphthalene-2-carboxylate), FC1=C(C(=O)OC(C(F)(F)F)CCCCCC)C=CC(=C1)O (1,1,1-Trifluoro-2-octyl 2-fluoro-4-hydroxybenzoate), C(CCCCCCC)OC1=CC=C(C=C1)C1=CC=C(C=C1)C(=O)OC1=CC(=C(C=C1)C(=O)OC(C(F)(F)F)CCCCCC)F (3-Fluoro-4-(1,1,1-trifluoro-2-octyloxycarbonyl)phenyl 4-octyloxybiphenyl-4'-carboxylate). Solvent: O1CCCC1 (tetrahydrofuran). Product: C(CCCCCCCC)C(=O)OC1=CC=C(C(=O)O)C=C1 (4-n-nonylcarbonyloxybenzoic acid). RXN SMILES: OC1C=C2C(=CC=1)C=C(C(OC(CCCCCC)C(F)(F)F)=O)C=C2.FC1C=C(O)C=CC=1C(OC(CCCCCC)C(F)(F)F)=O.C(O[C:57]1[CH:62]=C[C:60]([C:63]2C=C[C:66]([C:69]([O:71][C:72]3[CH:77]=[CH:76][C:75]([C:78]([O:80]C(CCCCCC)C(F)(F)F)=[O:79])=[C:74](F)[CH:73]=3)=[O:70])=[CH:65][CH:64]=2)=[CH:59][CH:58]=1)CCCCCCC>O1CCCC1>[CH2:66]([C:69]([O:71][C:72]1[CH:77]=[CH:76][C:75]([C:78]([OH:80])=[O:79])=[CH:74][CH:73]=1)=[O:70])[CH2:65][CH2:64][CH2:63][CH2:60][CH2:59][CH2:58][CH2:57][CH3:62]. Procedure details: To a solution of the 1,1,1-trifluoro-2-octyl 6-hydroxynaphthalene-2-carboxylate (0.6 g) obtained in (1) above and the 4-n-nonylcarbonyloxybenzoic acid (0.45 g) obtained in (2) above in tetrahydrofuran (40 ml) were added dicyclohexylcarbodiimide (0.45 g) and dimethylaminopyridine (0.05 g). The solution was stirred overnight and distilled to remove the solvent. The residue was dissolved in dichloromethane (40 ml) and washed with dilute aqueous hydrochloric acid solution and water, in this order. T... Starting materials: C(C)(=O)N1CC2(CC2C1)C1=CC=C(C=C1)N (3-acetyl-1-(p-aminophenyl)-3-azabicyclo[3.1.0]hexane), C(C)(=O)OC(C)=O (acetic anhydride). Solvent: C(C)(=O)O.C(C)(=O)[O-].[Na+] (acetic acid sodium acetate). Product: C(C)(=O)N1CC2(CC2C1)C1=CC=C(C=C1)NC(C)=O (3-acetyl-1-(p-acetamidophenyl)-3-azabicyclo[3.1.0]hexane). Reaction SMILES: [C:1]([N:4]1[CH2:9][CH:8]2[C:6]([C:10]3[CH:15]=[CH:14][C:13]([NH2:16])=[CH:12][CH:11]=3)([CH2:7]2)[CH2:5]1)(=[O:3])[CH3:2].[C:17](OC(=O)C)(=[O:19])[CH3:18]>C(O)(=O)C.C([O-])(=O)C.[Na+]>[C:1]([N:4]1[CH2:9][CH:8]2[C:6]([C:10]3[CH:15]=[CH:14][C:13]([NH:16][C:17](=[O:19])[CH3:18])=[CH:12][CH:11]=3)([CH2:7]2)[CH2:5]1)(=[O:3])[CH3:2] |f:2.3.4|. Procedure details: A solution of 3-acetyl-1-(p-aminophenyl)-3-azabicyclo[3.1.0]hexane in aqueous acetic acid-sodium acetate is treated with acetic anhydride at ambient temperature. The reaction mixture is chilled and filtered to give 3-acetyl-1-(p-acetamidophenyl)-3-azabicyclo[3.1.0]hexane. Reactants: Cl (hydrochloric acid), C(C)(=O)O (acetic acid), ClC=1C(=C(C=C2C(C(=CN(C12)C1=NC(=C(C(=C1F)C)F)NCC1=CC=C(C=C1)OC)C(=O)OCC)=O)F)F (ethyl 8-chloro-1-[3,5-difluoro-6-(p-methoxybenzylamino)-4-methylpyridine-2-yl]-6,7-difluoro-4-oxo-1,4-dihydroquinoline-3-carboxylate). Solvent: O (water). Conditions: time 3 hour. Yields the product NC1=C(C(=C(C(=N1)N1C=C(C(C2=CC(=C(C(=C12)Cl)F)F)=O)C(=O)O)F)C)F (1-(6-amino-3,5-difluoro-4-methylpyridine-2-yl)-8-chloro-6,7-difluoro-4-oxo-1,4-dihydroquinoline-3-carboxylic acid). RXN SMILES: Cl.C(O)(=O)C.[Cl:6][C:7]1[C:8]([F:43])=[C:9]([F:42])[CH:10]=[C:11]2[C:16]=1[N:15]([C:17]1[C:22]([F:23])=[C:21]([CH3:24])[C:20]([F:25])=[C:19]([NH:26]CC3C=CC(OC)=CC=3)[N:18]=1)[CH:14]=[C:13]([C:36]([O:38]CC)=[O:37])[C:12]2=[O:41]>O>[NH2:26][C:19]1[N:18]=[C:17]([N:15]2[C:16]3[C:11](=[CH:10][C:9]([F:42])=[C:8]([F:43])[C:7]=3[Cl:6])[C:12](=[O:41])[C:13]([C:36]([OH:38])=[O:37])=[CH:14]2)[C:22]([F:23])=[C:21]([CH3:24])[C:20]=1[F:25]. Procedure details: To a mixed solution of 2.5 ml of 4N hydrochloric acid and 2.5 ml of acetic acid was added all amount of the above described ethyl 8-chloro-1-[3,5-difluoro-6-(p-methoxybenzylamino)-4-methylpyridine-2-yl]-6,7-difluoro-4-oxo-1,4-dihydroquinoline-3-carboxylate, and the mixture was heated under reflux with stirring for 3 hours and allowed to cool and stand. To the residue was added 10 ml of distilled water, and the solution was concentrated under reduced pressure. The procedure of adding 10 ml of eth... Starting materials: BrCC(=O)C1=CC=2C(CCC(C2C=C1)(C)C)(C)C (2-bromo-1-(5,5,8,8-tetramethyl-5,6,7,8-tetrahydronaphthalen-2-yl)ethanone), OCCCCN(C1CCN(CC1)C(N)=S)CCO (4-[(4-hydroxybutyl)-(2-hydroxyethyl)amino]-piperidine-1-carbothioic acid amide). Yields the product OCCN(CCCCO)C1CCN(CC1)C=1SC=C(N1)C1=CC=2C(CCC(C2C=C1)(C)C)(C)C (4-((2-hydroxyethyl)-{1-[4-(5,5,8,8-tetramethyl-5,6,7,8-tetrahydronaphthalen-2-yl)thiazol-2-yl]piperidin-4-yl}amino)butan-1-ol). As a reaction SMILES: Br[CH2:2][C:3]([C:5]1[CH:14]=[CH:13][C:12]2[C:11]([CH3:16])([CH3:15])[CH2:10][CH2:9][C:8]([CH3:18])([CH3:17])[C:7]=2[CH:6]=1)=O.[OH:19][CH2:20][CH2:21][CH2:22][CH2:23][N:24]([CH2:34][CH2:35][OH:36])[CH:25]1[CH2:30][CH2:29][N:28]([C:31](=[S:33])[NH2:32])[CH2:27][CH2:26]1>>[OH:36][CH2:35][CH2:34][N:24]([CH:25]1[CH2:26][CH2:27][N:28]([C:31]2[S:33][CH:2]=[C:3]([C:5]3[CH:14]=[CH:13][C:12]4[C:11]([CH3:16])([CH3:15])[CH2:10][CH2:9][C:8]([CH3:18])([CH3:17])[C:7]=4[CH:6]=3)[N:32]=2)[CH2:29][CH2:30]1)[CH2:23][CH2:22][CH2:21][CH2:20][OH:19]. Reported procedure: The preparation was carried out as already described starting from 800 mg (1.01 mmol) of 2-bromo-1-(5,5,8,8-tetramethyl-5,6,7,8-tetrahydronaphthalen-2-yl)ethanone and 452 mg (1.01 mmol) of 4-[(4-hydroxybutyl)-(2-hydroxyethyl)amino]-piperidine-1-carbothioic acid amide from step d. The product was purified by means of preparative HPLC and is in the form of the hydrochloride. RXN SMILES: [Br:31][CH2:32][C:33]#[N:34].[C:25](=[O:26])([O-:27])[O-:28].[CH3:1][c:2]1[cH:3][c:4]2[c:5]3[c:6]([OH:24])[cH:7][cH:8][cH:9][c:10]3[n:11]3[c:12]2[c:13]([cH:14]1)[O:15][CH2:16][CH:17]3[c:18]1[cH:19][cH:20][cH:21][cH:22][cH:23]1.[K+:29].[K+:30].[O:35]=[CH:36][N:37]([CH3:38])[CH3:39]>>[CH3:1][c:2]1[cH:3][c:4]2[c:5]3[c:6]([O:24][CH2:32][C:33]#[N:34])[cH:7][cH:8][cH:9][c:10]3[n:11]3[c:12]2[c:13]([cH:14]1)[O:15][CH2:16][CH:17]3[c:18]1[cH:19][cH:20][cH:21][cH:22][cH:23]1. The reactants are N#CCBr, O=C([O-])[O-], Cc1cc2c3c(c1)c1c(O)cccc1n3C(c1ccccc1)CO2, [K+], [K+], CN(C)C=O. Product: Cc1cc2c3c(c1)c1c(OCC#N)cccc1n3C(c1ccccc1)CO2.